Dataset: the Open Reaction Database (ORD), a public repository of structured organic reaction records. Task: describe an organic reaction: reactants, conditions, products, and yield Product: COC([C@@H](NC(C(CCCCC1=CC=CC=C1)CC1=CC=CC2=CC=CC=C12)=O)CC1=CNC=N1)=O (N-[2-(1-naphthylmethyl)-6-phenylhexanoyl]-L-histidine methyl ester). Starting materials: Cl.Cl.COC([C@@H](N)CC1=CNC=N1)=O (L-histidine methyl ester dihydrochloride), CN1CCOCC1 (N-methylmorpholine), C1(=CC=CC2=CC=CC=C12)CC(C(=O)O)CCCCC1=CC=CC=C1 (2-(1-naphthylmethyl)-6-phenylhexanoic acid), C1CC(=O)N(C1=O)OC(=O)ON2C(=O)CCC2=O (N,N'-disuccinimidylcarbonate). Yield: 63.4%. Run in C(Cl)(Cl)Cl (chloroform), CN(C=O)C (N,N-dimethylformamide), C(C)#N (acetonitrile), C(C)N(CC)CC (triethylamine). Reaction SMILES: [C:1]1([CH2:11][CH:12]([CH2:16][CH2:17][CH2:18][CH2:19][C:20]2[CH:25]=[CH:24][CH:23]=[CH:22][CH:21]=2)[C:13](O)=[O:14])[C:10]2[C:5](=[CH:6][CH:7]=[CH:8][CH:9]=2)[CH:4]=[CH:3][CH:2]=1.C1C(=O)N(OC(ON2C(=O)CCC2=O)=O)C(=O)C1.Cl.Cl.[CH3:46][O:47][C:48](=[O:57])[C@H:49]([CH2:51][C:52]1[N:56]=[CH:55][NH:54][CH:53]=1)[NH2:50].CN1CCOCC1>C(#N)C.C(Cl)(Cl)Cl.CN(C)C=O.C(N(CC)CC)C>[CH3:46][O:47][C:48](=[O:57])[C@H:49]([CH2:51][C:52]1[N:56]=[CH:55][NH:54][CH:53]=1)[NH:50][C:13](=[O:14])[CH:12]([CH2:11][C:1]1[C:10]2[C:5](=[CH:6][CH:7]=[CH:8][CH:9]=2)[CH:4]=[CH:3][CH:2]=1)[CH2:16][CH2:17][CH2:18][CH2:19][C:20]1[CH:25]=[CH:24][CH:23]=[CH:22][CH:21]=1 |f:2.3.4|. Procedure: To a solution of 3.32 g of 2-(1-naphthylmethyl)-6-phenylhexanoic acid in 50 ml of dry acetonitrile were added 2.70 g of N,N'-disuccinimidylcarbonate and 2.0 ml of triethylamine with stirring at room temperature, and the mixture was stirred for 1 hour. The reaction mixture was added dropwise to a mixture of 2.42 g of L-histidine methyl ester dihydrochloride, 6 ml of N-methylmorpholine, 120 ml of dry N,N-dimethylformamide and 300 ml of dry chloroform, and the resulting mixture was stirred for 24 h... Starting materials: COCOc2ccc(Cc1ccccc1)cc2 (substrate), Cc1ccc([Mg]Br)cc1 (effective_coupling_partner). Reagents/catalysts: c7ccc(c6cc(c1ccccc1)n(c2ccccc2NC(c3ccccc3)P(C4CCCCC4)C5CCCCC5)n6)cc7. Run at temperature 120 celsius, time 16 hour. The product is Cc3ccc(c2ccc(Cc1ccccc1)cc2)cc3. Reactants: CC=1NC2=C(N1)C=CC=C2 (2-methylbenzimidazole), BrCCCC (1-bromobutane), [OH-].[Na+] (sodium hydroxide), compound 1. Solvent: C1(=CC=CC=C1)C (toluene). Run at time 3 hour. Yields the product C(CCC)N1C(=NC2=C1C=CC=C2)C (1-n-butyl-2-methylbenzimidazole). Isolated yield 65.0%. Reaction SMILES: [CH3:1][C:2]1[NH:3][C:4]2[CH:10]=[CH:9][CH:8]=[CH:7][C:5]=2[N:6]=1.Br[CH2:12][CH2:13][CH2:14][CH3:15].[OH-].[Na+]>C1(C)C=CC=CC=1>[CH2:12]([N:3]1[C:4]2[CH:10]=[CH:9][CH:8]=[CH:7][C:5]=2[N:6]=[C:2]1[CH3:1])[CH2:13][CH2:14][CH3:15] |f:2.3|. Procedure details: A mixture of 2-methylbenzimidazole (1.32 g, 0.01 mol), 1-bromobutane (1.21 g, 0.01 mol), 50% aqueous sodium hydroxide (5 ml), toluene (20 ml) and 0.5 mmol of compound 1 was stirred at 80°-85° C. for 3 hours. After that time, the resulting mixture was allowed to cool to room temperature and the organic layer was separated, extracted with concentrated hydrochloric acid (3×20 ml). The acidic solution was neutralized with 20% sodium hydroxide, extracted with toluene (3×15 ml), dried over magnesium s... Reactants: NO (hydroxylamine), C(CC1=CC=CC=C1)N(CCC(=O)OCC)S(=O)(=O)C1=CC=C(C=C1)OC (ethyl 3-[(phenethyl)-(4-methoxy-benzenesulfonyl)-amino]-propionate), Cl (HCl). Solvent: C(C)OCC (diethyl ether). Conditions: time 18 hour. The product is ONC(CCN(S(=O)(=O)C1=CC=C(C=C1)OC)CCC1=CC=CC=C1)=O (N-Hydroxy-3-[(phenethyl)-(4-methoxybenzenesulfonyl)-amino]-propionamide). Yield: 64.8%. RXN SMILES: [NH2:1][OH:2].[CH2:3]([N:11]([S:19]([C:22]1[CH:27]=[CH:26][C:25]([O:28][CH3:29])=[CH:24][CH:23]=1)(=[O:21])=[O:20])[CH2:12][CH2:13][C:14](OCC)=[O:15])[CH2:4][C:5]1[CH:10]=[CH:9][CH:8]=[CH:7][CH:6]=1.Cl>C(OCC)C>[OH:2][NH:1][C:14](=[O:15])[CH2:13][CH2:12][N:11]([CH2:3][CH2:4][C:5]1[CH:10]=[CH:9][CH:8]=[CH:7][CH:6]=1)[S:19]([C:22]1[CH:27]=[CH:26][C:25]([O:28][CH3:29])=[CH:24][CH:23]=1)(=[O:21])=[O:20]. Procedure details: Freshly prepared hydroxylamine reagent (20 mL; 20 mmol) was added to ethyl 3-[(phenethyl)-(4-methoxy-benzenesulfonyl)-amino]-propionate (3.30 g; 9.1 mmol) and the resulting mixture stirred for 18 h at room temperature. The mixture was poured into 1 N HCl (100 mL) and extracted with CH2Cl2 (2×100 mL). The combined extracts were washed with saturated aqueous NaCl (1×100 mL), dried over MgSO4, and evaporated under reduced pressure to give a crude gum. Trituration with diethyl ether afforded 2.23 g ... The reactants are COC(CCC1=CC(=CC=C1)CNCC=1OC2=C(C1)C=CC=C2)=O (3-(3-{[(benzofuran-2-ylmethyl)-amino]-methyl}-phenyl)-propionic acid methyl ester), FC1=CC=C(C=C1)S(=O)(=O)Cl (4-fluorobenzenesulfonyl chloride). Run in C(C)N(CC)CC (triethylamine). Product: COC(CCC1=CC(=CC=C1)CN(S(=O)(=O)C1=CC=C(C=C1)F)CC=1OC2=C(C1)C=CC=C2)=O (3-(3-{[Benzofuran-2-ylmethyl-(4-fluoro-benzenesulfonyl)-amino]-methyl}-phenyl)-propionic acid methyl ester). Reaction SMILES: [CH3:1][O:2][C:3](=[O:24])[CH2:4][CH2:5][C:6]1[CH:11]=[CH:10][CH:9]=[C:8]([CH2:12][NH:13][CH2:14][C:15]2[O:16][C:17]3[CH:23]=[CH:22][CH:21]=[CH:20][C:18]=3[CH:19]=2)[CH:7]=1.[F:25][C:26]1[CH:31]=[CH:30][C:29]([S:32](Cl)(=[O:34])=[O:33])=[CH:28][CH:27]=1>C(N(CC)CC)C>[CH3:1][O:2][C:3](=[O:24])[CH2:4][CH2:5][C:6]1[CH:11]=[CH:10][CH:9]=[C:8]([CH2:12][N:13]([CH2:14][C:15]2[O:16][C:17]3[CH:23]=[CH:22][CH:21]=[CH:20][C:18]=3[CH:19]=2)[S:32]([C:29]2[CH:30]=[CH:31][C:26]([F:25])=[CH:27][CH:28]=2)(=[O:34])=[O:33])[CH:7]=1. Procedure: The title compound of Step A was prepared following the method described in Step B of Example 1 from 3-(3-{[(benzofuran-2-ylmethyl)-amino]-methyl}-phenyl)-propionic acid methyl ester, prepared in Step A of Example 12u, and 4-fluorobenzenesulfonyl chloride using triethylamine in place of N,N-diisopropylethylamine. 1H NMR (400 MHz, CDCl3) δ 7.82 (m, 2H), 7.46 (m, 1H), 7.28-7.03 (m, 9H), 6.42 (s, 1H), 4.45 (s, 2H), 4.38 (s, 2H), 3.67 (s, 3H), 2.90 (t, 2H), 2.58 (t, 2H). The reactants are CC(=O)O, CCc1cc(C2CC2)ccc1OCOC. Yields the product CCc1cc(C2CC2)ccc1O. RXN SMILES: [CH3:16][C:17](=[O:18])[OH:19].[CH:1]1([c:4]2[cH:5][c:6]([CH2:14][CH3:15])[c:7]([O:10][CH2:11][O:12][CH3:13])[cH:8][cH:9]2)[CH2:2][CH2:3]1>>[CH:1]1([c:4]2[cH:5][c:6]([CH2:14][CH3:15])[c:7]([OH:10])[cH:8][cH:9]2)[CH2:2][CH2:3]1.